From a dataset of the Open Reaction Database (ORD), a public repository of structured organic reaction records. describe an organic reaction: reactants, conditions, products, and yield Reactants: Cc1ccc(Br)c(Cl)c1, CCOC(C)=O, CN(C)C=O, N#C[Cu]. Product: Cc1ccc(C#N)c(Cl)c1. As a reaction SMILES: [Br:1][c:2]1[c:3]([Cl:9])[cH:4][c:5]([CH3:8])[cH:6][cH:7]1.[CH3:13][CH2:14][O:15][C:16](=[O:17])[CH3:18].[CH3:19][N:20]([CH3:21])[CH:22]=[O:23].[Cu:10][C:11]#[N:12]>>[c:2]1([C:11]#[N:12])[c:3]([Cl:9])[cH:4][c:5]([CH3:8])[cH:6][cH:7]1. RXN SMILES: [Br:1][c:2]1[cH:3][cH:4][c:5]([CH2:10][C:11]([O:12][CH3:13])=[O:14])[n:6][c:7]1[O:8][CH3:9].[CH3:20][OH:21].[Na+:19].[O-:15][C:16]([OH:17])=[O:18]>>[Br:1][c:2]1[cH:3][cH:4][c:5]([CH2:10][OH:15])[n:6][c:7]1[O:8][CH3:9]. Reactants: COC(=O)Cc1ccc(Br)c(OC)n1, CO, [Na+], O=C([O-])O. The product is COc1nc(CO)ccc1Br. Reactants: O (Water), mixture, N1C(CCC1=O)=O (2,5-pyrrolidinedione), C(=O)([O-])[O-].[K+].[K+] (K2CO3), C(C1=CC=CC=C1)Br (benzyl bromide). The solvent is CN(C)C=O (DMF). Conditions: temperature 55 celsius, time 8 hour. Yields the product C1(=CC=CC=C1)CN1C(CCC1=O)=O (1-(Phenylmethyl)-2,5-pyrrolidinedione). The yield is 56.6%. RXN SMILES: [NH:1]1[C:5](=[O:6])[CH2:4][CH2:3][C:2]1=[O:7].C([O-])([O-])=O.[K+].[K+].[CH2:14](Br)[C:15]1[CH:20]=[CH:19][CH:18]=[CH:17][CH:16]=1.O>CN(C=O)C>[C:15]1([CH2:14][N:1]2[C:5](=[O:6])[CH2:4][CH2:3][C:2]2=[O:7])[CH:20]=[CH:19][CH:18]=[CH:17][CH:16]=1 |f:1.2.3|. Reported procedure: To 2,5-pyrrolidinedione (2.5 g, 25.2 mmol) in DMF (50 mL) was added K2CO3 (4.18 g, 30.3 mmol) followed by benzyl bromide (3.00 mL, 25.2 mmol), and the reaction mixture was stirred overnight at 55° C. Water was added to the reaction mixture (˜200 mL) and a precipitate was immediately observed. The precipitate was filtered, and the white solid was washed with water and dried to afford the title compound (2.7 g, 57%). 1H NMR (400 MHz, CDCl3): δ 2.73 (s, 4H), 4.68 (s, 2H), 7.28-7.37 (m, 3H), 7.39-7.... Reported procedure: 4-Amino-12-oxa-10-aza-tricyclo[6.3.1.0*2,7*]dodeca-2,4,6-triene-10-carboxylic acid tert-butyl ester (220 mg, 0.80 mmol) and 2-(2,5-dichloro-pyrimidin-4-ylamino)-N-methyl-benzamide (236 mg, 0.80 mmol) were combined in 2-methoxyethanol (3 mL) and heated at 120° C. for 6 h. The reaction was then was diluted with saturated aqueous NaHCO3 (3 mL), extracted with CH2Cl2 (3×5 mL), dried over MgSO4, filtered, and concentrated. The resulting residue was purified with silica gel chromatography (0-30% MeOH ... The reactants are C(C)(C)(C)OC(=O)N1CC2C3=CC=C(C=C3C(C1)O2)N (4-Amino-12-oxa-10-aza-tricyclo[6.3.1.0*2,7*]dodeca-2,4,6-triene-10-carboxylic acid tert-butyl ester), ClC1=NC=C(C(=N1)NC1=C(C(=O)NC)C=CC=C1)Cl (2-(2,5-dichloro-pyrimidin-4-ylamino)-N-methyl-benzamide). Yield: 9.7%. Reaction SMILES: C(OC([N:8]1[CH2:18][CH:17]2[O:19][CH:10]([C:11]3[C:16]2=[CH:15][C:14]([NH2:20])=[CH:13][CH:12]=3)[CH2:9]1)=O)(C)(C)C.Cl[C:22]1[N:27]=[C:26]([NH:28][C:29]2[CH:38]=[CH:37][CH:36]=[CH:35][C:30]=2[C:31]([NH:33][CH3:34])=[O:32])[C:25]([Cl:39])=[CH:24][N:23]=1>COCCO.C([O-])(O)=O.[Na+]>[Cl:39][C:25]1[C:26]([NH:28][C:29]2[CH:38]=[CH:37][CH:36]=[CH:35][C:30]=2[C:31]([NH:33][CH3:34])=[O:32])=[N:27][C:22]([NH:20][C:14]2[CH:13]=[CH:12][C:11]3[CH:10]4[O:19][CH:17]([CH2:18][NH:8][CH2:9]4)[C:16]=3[CH:15]=2)=[N:23][CH:24]=1 |f:3.4|. Conditions: temperature 120 celsius. Product: ClC=1C(=NC(=NC1)NC1=CC=2C3CNCC(C2C=C1)O3)NC3=C(C(=O)NC)C=CC=C3 (2-[5-Chloro-2-(12-oxa-10-aza-tricyclo[6.3.1.0*2,7*]dodeca-2(7),3,5-trien-4-ylamino)-pyrimidin-4-ylamino]-N-methyl-benzamide). Solvent: C(=O)(O)[O-].[Na+] (NaHCO3), COCCO (2-methoxyethanol).